Dataset: the Open Reaction Database (ORD), a public repository of structured organic reaction records. Task: describe an organic reaction: reactants, conditions, products, and yield The reactants are C(CC)N(CCCC=O)CCC (4-(dipropylamino)butanal), C[Si](CCOCN1C(=NC=C1)C=O)(C)C ({[2-(trimethylsilyl)ethyloxy]methyl}-1H-imidazole-2-carboaldehyde), Cl.C1NCCC2=CC(=CC=C12)C(=O)OC (methyl 1,2,3,4-tetrahydro-6-isoquinolinecarboxylate hydrochloride). The product is C(CC)N(CCCCN1CC2=CC=C(C=C2CC1)C(=O)OC)CCC (Methyl 2-[4-(dipropylamino)butyl]-1,2,3,4-tetrahydro-6-isoquinolinecarboxylate). RXN SMILES: [CH2:1]([N:4]([CH2:10][CH2:11][CH3:12])[CH2:5][CH2:6][CH2:7][CH:8]=O)[CH2:2][CH3:3].C[Si](C)(C)CCOCN1C=CN=C1C=O.Cl.[CH2:29]1[C:38]2[C:33](=[CH:34][C:35]([C:39]([O:41][CH3:42])=[O:40])=[CH:36][CH:37]=2)[CH2:32][CH2:31][NH:30]1>>[CH2:1]([N:4]([CH2:10][CH2:11][CH3:12])[CH2:5][CH2:6][CH2:7][CH2:8][N:30]1[CH2:31][CH2:32][C:33]2[C:38](=[CH:37][CH:36]=[C:35]([C:39]([O:41][CH3:42])=[O:40])[CH:34]=2)[CH2:29]1)[CH2:2][CH3:3] |f:2.3|. Reported procedure: The same procedure as a series of reactions of Example 1 was carried out, except that 4-(dipropylamino)butanal was used in place of 1-({[2-(trimethylsilyl)ethyloxy]methyl}-1H-imidazole-2-carboaldehyde and methyl 1,2,3,4-tetrahydro-6-isoquinolinecarboxylate hydrochloride was used in place of {[4-(methyloxy)phenyl]methyl}amine, to obtain the title compound having the following physical properties. Reactants: ClC=1C=C(C(=O)NC=2C=C(C(=CC2)C)C2=CC=C(C=C2)C(=O)NCC2CC2)C=CN1 (2-chloro-N-(4′-{[(cyclopropylmethyl)amino]carbonyl}-6-methyl-1,1′-biphenyl-3-yl)isonicotinamide), N1CCSCC1 (thiomorpholine). Product: C1(CC1)CNC(=O)C1=CC=C(C=C1)C1=CC(=CC=C1C)NC(C1=CC(=NC=C1)N1CCSCC1)=O (N-(4′-{[(cyclopropylmethyl)amino]carbonyl}-6-methyl-1,1′-biphenyl-3-yl)-2-thiomorpholin-4-ylisonicotinamide). RXN SMILES: Cl[C:2]1[CH:3]=[C:4]([CH:28]=[CH:29][N:30]=1)[C:5]([NH:7][C:8]1[CH:9]=[C:10]([C:15]2[CH:20]=[CH:19][C:18]([C:21]([NH:23][CH2:24][CH:25]3[CH2:27][CH2:26]3)=[O:22])=[CH:17][CH:16]=2)[C:11]([CH3:14])=[CH:12][CH:13]=1)=[O:6].[NH:31]1[CH2:36][CH2:35][S:34][CH2:33][CH2:32]1>>[CH:25]1([CH2:24][NH:23][C:21]([C:18]2[CH:19]=[CH:20][C:15]([C:10]3[C:11]([CH3:14])=[CH:12][CH:13]=[C:8]([NH:7][C:5](=[O:6])[C:4]4[CH:28]=[CH:29][N:30]=[C:2]([N:31]5[CH2:36][CH2:35][S:34][CH2:33][CH2:32]5)[CH:3]=4)[CH:9]=3)=[CH:16][CH:17]=2)=[O:22])[CH2:27][CH2:26]1. Reported procedure: A solution of 2-chloro-N-(4′-{[(cyclopropylmethyl)amino]carbonyl}-6-methyl-1,1′-biphenyl-3-yl)isonicotinamide (50 mg, 0.12 mmol) in thiomorpholine (1 ml) was heated at 110° C. for 36 h in a sealed tube. The reaction was concentrated under vacuum, the residue triturated with water and purified by preparative HPLC. The solvent was evaporated under vacuum to give N-(4′-{[(cyclopropylmethyl)amino]carbonyl}-6-methyl-1,1′-biphenyl-3-yl)-2-thiomorpholin-4-ylisonicotinamide (25 mg). NMR; δH [2H6]—DMSO 1...